From a dataset of the Open Reaction Database (ORD), a public repository of structured organic reaction records. describe an organic reaction: reactants, conditions, products, and yield Starting materials: CC(C)(C)[Si](C1=CC=CC=C1)(C1=CC=CC=C1)C(C(=O)OC)CCP(=O)(OC)C=CC=1C(=NC2=CC=CC=C2C1C(C)C)C1=CC=C(C=C1)F ([(1,1-Dimethylethyl)diphenylsilyl]-4-[[2-[2-(4-fluorophenyl)-4-(1-methylethyl)-3-quinolinyl]ethenyl]methoxyphosphinyl]butanoic acid, methyl ester), CC(=O)O (HOAc), [F-].C(CCC)[N+](CCCC)(CCCC)CCCC (tetra-n-butylammonium fluoride), C(=O)(O)[O-].[Na+] (NaHCO3). Run in C1CCOC1 (THF). Run at time 22 hour. The product is FC1=CC=C(C=C1)C1=NC2=CC=CC=C2C(=C1/C=C/P(=O)(C[C@H](CC(=O)OC)O)OC)C(C)C ((S,E)-4-[[2-[2-(4-Fluorophenyl)-4-(1-methylethyl)-3-quinolinyl]-ethenyl]methoxyphosphinyl]-3-hydroxybutanoic acid, methyl ester). Yield: 72.9%. RXN SMILES: CC([Si]([CH:18]([CH2:23][CH2:24][P:25]([CH:29]=[CH:30][C:31]1[C:32]([C:44]2[CH:49]=[CH:48][C:47]([F:50])=[CH:46][CH:45]=2)=[N:33][C:34]2[C:39]([C:40]=1[CH:41]([CH3:43])[CH3:42])=[CH:38][CH:37]=[CH:36][CH:35]=2)([O:27][CH3:28])=[O:26])[C:19]([O:21][CH3:22])=[O:20])(C1C=CC=CC=1)C1C=CC=CC=1)(C)C.CC(O)=[O:53].[F-].C([N+](CCCC)(CCCC)CCCC)CCC.C([O-])(O)=O.[Na+]>C1COCC1>[F:50][C:47]1[CH:46]=[CH:45][C:44]([C:32]2[C:31](/[CH:30]=[CH:29]/[P:25]([O:27][CH3:28])([CH2:24][C@@H:23]([OH:53])[CH2:18][C:19]([O:21][CH3:22])=[O:20])=[O:26])=[C:40]([CH:41]([CH3:42])[CH3:43])[C:39]3[C:34](=[CH:35][CH:36]=[CH:37][CH:38]=3)[N:33]=2)=[CH:49][CH:48]=1 |f:2.3,4.5|. Procedure: A solution of (S,E)-3-[[(1,1-Dimethylethyl)diphenylsilyl]-4-[[2-[2-(4-fluorophenyl)-4-(1-methylethyl)-3-quinolinyl]ethenyl]methoxyphosphinyl]butanoic acid, methyl ester (542 mg, 0.749 mmol) in THF (10 ml) was treated with HOAc (215 ul, 226 mg, 3.76 mmol) and tetra-n-butylammonium fluoride (1.0M in THF, 2.25 ml, 2.25 mmol). After stirring at room temperature for 22 hours, the solution was poured into saturated NaHCO3 and extracted with EtOAc. The EtOAc extract was washed with brine, dried (Na2SO4... Starting materials: O=C([O-])C(O)C(O)C(=O)[O-], CCOC(=O)C1(CCc2ccccc2)CCN(Cc2cccnc2OC)CC1, CC(C)C[AlH]CC(C)C, CCOC(C)=O, CCOCC, [K+], [Na+], O, O, O, O. Yields the product COc1ncccc1CN1CCC(CO)(CCc2ccccc2)CC1. Reaction SMILES: [C:42]([CH:43]([CH:44]([C:45]([O-:46])=[O:47])[OH:48])[OH:49])([O-:50])=[O:51].[CH3:1][O:2][c:3]1[n:4][cH:5][cH:6][cH:7][c:8]1[CH2:9][N:10]1[CH2:11][CH2:12][C:13]([C:16](=[O:17])[O:18][CH2:19][CH3:20])([CH2:21][CH2:22][c:23]2[cH:24][cH:25][cH:26][cH:27][cH:28]2)[CH2:14][CH2:15]1.[CH3:29][CH:30]([CH2:31][AlH:32][CH2:33][CH:34]([CH3:35])[CH3:36])[CH3:37].[CH3:54][CH2:55][O:56][C:57](=[O:58])[CH3:59].[CH3:60][CH2:61][O:62][CH2:63][CH3:64].[K+:53].[Na+:52].[OH2:38].[OH2:39].[OH2:40].[OH2:41]>>[CH3:1][O:2][c:3]1[n:4][cH:5][cH:6][cH:7][c:8]1[CH2:9][N:10]1[CH2:11][CH2:12][C:13]([CH2:16][OH:17])([CH2:21][CH2:22][c:23]2[cH:24][cH:25][cH:26][cH:27][cH:28]2)[CH2:14][CH2:15]1. Starting materials: C(C)(C)[SiH](C(C)C)C(C)C (Triisopropylsilane), C(F)(F)(F)C(F)(F)C(F)(F)OC(F)(C(F)(F)F)C(=O)Cl (CF3CF2CF2OCF(CF3)COCl). Reagents/catalysts: [Pd] (Pd/C), additional catalyst. Reaction conditions: temperature 0 celsius, time 75 hour. The product is C(F)(F)(F)C(F)(F)C(F)(F)OC(F)(C(F)(F)F)C=O (CF3CF2CF2OCF(CF3)CHO). The yield is 53.5%. Reaction SMILES: C([SiH](C(C)C)C(C)C)(C)C.[C:11]([C:15]([C:18]([O:21][C:22]([C:28](Cl)=[O:29])([C:24]([F:27])([F:26])[F:25])[F:23])([F:20])[F:19])([F:17])[F:16])([F:14])([F:13])[F:12]>[Pd]>[C:11]([C:15]([C:18]([O:21][C:22]([CH:28]=[O:29])([C:24]([F:26])([F:27])[F:25])[F:23])([F:20])[F:19])([F:17])[F:16])([F:14])([F:13])[F:12]. Procedure details: A 3-necked round bottom flask equipped with a dropping funnel and reflux condenser was charged with 10% Pd/C(0.35 g) and cooled to 0° C. Triisopropylsilane (6.0 g) was added. CF3CF2CF2OCF(CF3)COCl (10.9 g) was added, and the mixture was stirred at 25° C. for 75 hr. During this period, a total of 0.5 g of additional catalyst was added in ca. 0.1 g increments. Vacuum transfer and separation of the lower layer after chilling at -25° C. provided 5.26 g of liquid. 1H NMR (THF-d8 /F11): 9.9 (m). 19F N... Reactants: BrC1=CN=C2N1N=C(C=C2)N2CCN(CC2)C(C(C)(C)C)=O (1-[4-(3-bromo-imidazo[1,2-b]pyridazin-6-yl)-piperazin-1-yl]-2,2-dimethyl-propan-1-one), C1(=CC=CC=C1)B(O)O (phenyl boronic acid), O.[O-]P(=O)([O-])[O-].[K+].[K+].[K+] (potassium phosphate tribasic monohydrate), ClCCl (dichloromethane), N#N (N2), N#N (N2). Reagents/catalysts: C1=CC=C(C=C1)P([C-]2C=CC=C2)C3=CC=CC=C3.C1=CC=C(C=C1)P([C-]2C=CC=C2)C3=CC=CC=C3.Cl[Pd]Cl.[Fe+2] ([1,1′-bis(diphenylphosphino) ferrocene]dichloropalladium(II)). The solvent is COCCOC (1,2-dimethoxyethane), O (water). Conditions: temperature 85 celsius. The product is Cl.CC(C(=O)N1CCN(CC1)C=1C=CC=2N(N1)C(=CN2)C2=CC=CC=C2)(C)C (2,2-dimethyl-1-[4-(3-phenyl-imidazo[1,2-b]pyridazin-6-yl)-piperazin-1-yl]-propan-1-one monohydrochloride salt). The yield is 107.3%. As a reaction SMILES: Br[C:2]1[N:6]2[N:7]=[C:8]([N:11]3[CH2:16][CH2:15][N:14]([C:17](=[O:22])[C:18]([CH3:21])([CH3:20])[CH3:19])[CH2:13][CH2:12]3)[CH:9]=[CH:10][C:5]2=[N:4][CH:3]=1.[C:23]1(B(O)O)[CH:28]=[CH:27][CH:26]=[CH:25][CH:24]=1.O.[O-]P([O-])([O-])=O.[K+].[K+].[K+].[Cl:41]CCl.N#N>COCCOC.C1C=CC(P(C2C=CC=CC=2)[C-]2C=CC=C2)=CC=1.C1C=CC(P(C2C=CC=CC=2)[C-]2C=CC=C2)=CC=1.Cl[Pd]Cl.[Fe+2].O>[ClH:41].[CH3:19][C:18]([CH3:21])([CH3:20])[C:17]([N:14]1[CH2:15][CH2:16][N:11]([C:8]2[CH:9]=[CH:10][C:5]3[N:6]([C:2]([C:23]4[CH:28]=[CH:27][CH:26]=[CH:25][CH:24]=4)=[CH:3][N:4]=3)[N:7]=2)[CH2:12][CH2:13]1)=[O:22] |f:2.3.4.5.6,10.11.12.13,15.16|. Procedure: To a mixture of 1-[4-(3-bromo-imidazo[1,2-b]pyridazin-6-yl)-piperazin-1-yl]-2,2-dimethyl-propan-1-one (526.7 mg, 1.4 mmol), phenyl boronic acid [98-80-8] (211.3 mg, 1.7 mmol), potassium phosphate tribasic monohydrate [27176-10-9] (664.4 mg, 2.9 mmol), and [1,1′-bis(diphenylphosphino) ferrocene]dichloropalladium(II), complex with dichloromethane [95464-05-4] (123.2 mg, 0.2 mmol) contained in a 50 mL round bottomed flask was added a solution of 30% (v/v) water in 1,2-dimethoxyethane (25 mL) and a ... Reactants: O=C([O-])[O-], CCN=C=NCCCN(C)C, CN(C)C=O, O=C(O)c1cccn1-c1ccc(F)cc1, [K+], [K+], N#Cc1cc(N)ccc1N1CCN(CCO)CC1, On1nnc2ccccc21. Yields the product N#Cc1cc(NC(=O)c2cccn2-c2ccc(F)cc2)ccc1N1CCN(CCO)CC1. As a reaction SMILES: [C:55](=[O:56])([O-:57])[O-:58].[CH2:44]([N:45]=[C:46]=[N:47][CH2:48][CH2:49][CH2:50][N:51]([CH3:52])[CH3:53])[CH3:54].[CH3:61][N:62]([CH3:63])[CH:64]=[O:65].[F:1][c:2]1[cH:3][cH:4][c:5](-[n:8]2[c:9]([C:13](=[O:14])[OH:15])[cH:10][cH:11][cH:12]2)[cH:6][cH:7]1.[K+:59].[K+:60].[NH2:16][c:17]1[cH:18][cH:19][c:20]([N:25]2[CH2:26][CH2:27][N:28]([CH2:31][CH2:32][OH:33])[CH2:29][CH2:30]2)[c:21]([C:22]#[N:23])[cH:24]1.[OH:34][n:35]1[c:36]2[cH:37][cH:38][cH:39][cH:40][c:41]2[n:42][n:43]1>>[F:1][c:2]1[cH:3][cH:4][c:5](-[n:8]2[c:9]([C:13](=[O:15])[NH:16][c:17]3[cH:18][cH:19][c:20]([N:25]4[CH2:26][CH2:27][N:28]([CH2:31][CH2:32][OH:33])[CH2:29][CH2:30]4)[c:21]([C:22]#[N:23])[cH:24]3)[cH:10][cH:11][cH:12]2)[cH:6][cH:7]1. Starting materials: FC(C(=O)OCC)(CC=C)F (ethyl 2,2-difluoropent-4-enoate), Cl (hydrochloric acid), FC(C(=O)O)(F)F (Trifluoroacetic acid), ICI (Diiodomethane). Reagents/catalysts: [Cu].[Zn] (Zn—Cu), [Cu].[Zn] (Zinc-copper), [Cu].[Zn] (Zn—Cu). The solvent is ClCCl (dichloromethane), ClCCl (dichloromethane). Conditions: temperature 2.5 celsius. The product is C1(CC1)CC(C(=O)OCC)(F)F (ethyl 3-cyclopropyl-2,2-difluoropropanoate). Reaction SMILES: F[C:2](F)(F)C(O)=O.ICI.[F:11][C:12]([F:21])([CH2:18][CH:19]=[CH2:20])[C:13]([O:15][CH2:16][CH3:17])=[O:14].Cl>ClCCl.[Cu].[Zn]>[CH:19]1([CH2:18][C:12]([F:21])([F:11])[C:13]([O:15][CH2:16][CH3:17])=[O:14])[CH2:2][CH2:20]1 |f:5.6|. Procedure details: Zinc-copper (Zn—Cu) couple (1.6 Kg, 800 mol %) and dichloromethane (7.5 L) was charged into a dry 20.0 L, 4-neck round bottomed flask, fitted with an over head stirrer, a thermo socket and a condenser under a nitrogen atmosphere. Trifluoroacetic acid (235 mL, 100 mol %) was added to the above Zn—Cu couple at ambient temperature via addition funnel over 30 minutes. Diiodomethane (860 mL; 2.86 Kg; 10.7 mol; 352 mol %) was added to above the Zn—Cu couple at ambient temperature via addition funnel o...